This data is from the Open Reaction Database (ORD), a public repository of structured organic reaction records. The task is: describe an organic reaction: reactants, conditions, products, and yield The reactants are CCc1ccc(F)cc1, C1CCOC1, [Li]CCCC, COB(OC)OC, CN(C)CCN(C)CCN(C)C. Product: CCc1ccc(F)c(O)c1. Reaction SMILES: [CH2:1]([CH3:2])[c:3]1[cH:4][cH:5][c:6]([F:9])[cH:7][cH:8]1.[CH2:22]1[O:23][CH2:24][CH2:25][CH2:26]1.[CH3:10][CH2:11][CH2:12][CH2:13][Li:14].[CH3:15][O:16][B:17]([O:18][CH3:19])[O:20][CH3:21].[CH3:27][N:28]([CH3:29])[CH2:30][CH2:31][N:32]([CH3:33])[CH2:34][CH2:35][N:36]([CH3:37])[CH3:38]>>[CH2:1]([CH3:2])[c:3]1[cH:4][cH:5][c:6]([F:9])[c:7]([OH:16])[cH:8]1. Starting materials: COC(\C=C\C=1C=CC2=C(C(C3(CCN(CC3)C(=O)OC(C)(C)C)O2)=O)C1)=O ((E)-3-{1′-Tert-butoxycarbonyl-3-oxo-spiro[benzofuran-2(3H), 4′-piperidin]-5-yl}-acrylic acid methyl ester), methyl ester, [OH-].[Na+] (NaOH), COC(\C=C\C=1C=CC2=C(C(C3(CCN(CC3)C(=O)OC(C)(C)C)O2)=O)C1)=O ((E)-3-{1′-Tert-butoxycarbonyl-3-oxo-spiro[benzofuran-2(3H), 4′-piperidin]-5-yl}-acrylic acid methyl ester), C(C1=CC=CC=C1)Br (benzyl bromide). The product is C(C1=CC=CC=C1)N1CCC2(CC1)OC1=C(C2=O)C=C(C=C1)/C=C/C(=O)O ((E)-3-{1′-benzyl-3-oxo-spiro[benzofuran-2(3H), 4′-piperidin]-5-yl}-acrylic acid). Isolated yield 93.0%. RXN SMILES: C[O:2][C:3](=[O:28])/[CH:4]=[CH:5]/[C:6]1[CH:7]=[CH:8][C:9]2[O:25][C:12]3([CH2:17][CH2:16][N:15]([C:18](OC(C)(C)C)=O)[CH2:14][CH2:13]3)[C:11](=[O:26])[C:10]=2[CH:27]=1.C(Br)[C:30]1[CH:35]=[CH:34][CH:33]=[CH:32][CH:31]=1.[OH-].[Na+]>>[CH2:18]([N:15]1[CH2:16][CH2:17][C:12]2([C:11](=[O:26])[C:10]3[CH:27]=[C:6](/[CH:5]=[CH:4]/[C:3]([OH:2])=[O:28])[CH:7]=[CH:8][C:9]=3[O:25]2)[CH2:13][CH2:14]1)[C:30]1[CH:35]=[CH:34][CH:33]=[CH:32][CH:31]=1 |f:2.3|. Reported procedure: (E)-3-{1′-Benzyl-3-oxo-spiro[benzofuran-2(3H), 4′-piperidin]-5-yl}-acrylic acid methyl ester was obtained starting from (E)-3-{3-oxo-spiro[benzofuran-2(3H), 4′-piperidin]-5-yl}-acrylic acid methyl ester (247 mg, 0.76 mmol, Intermediate 4) and benzyl bromide, according to the procedure described in Example 2, Step A (280 mg, 98%). The methyl ester was hydrolyzed with NaOH following the procedure described in Example 1, Step A, giving (E)-3-{1′-benzyl-3-oxo-spiro[benzofuran-2(3H), 4′-piperidin]-5-... Starting materials: Cl (HCl), C(C)(C)(C)OC(=O)N1CC(C1)C=1C(=NC=CC1)C1=CC=CC=C1 (3-(2-phenyl-pyridin-3-yl)-azetidine-1-carboxylic acid tert-butyl ester). Yields the product Cl.N1CC(C1)C=1C(=NC=CC1)C1=CC=CC=C1 (3-azetidin-3-yl-2-phenyl-pyridine hydrochloride). Run at time 1 hour. Procedure details: To a solution of 4 M HCl in MeOH (10 mL) was added 3-(2-phenyl-pyridin-3-yl)-azetidine-1-carboxylic acid tert-butyl ester (27) (180 mg, 0.58 mmol) at 0° C. and the resulting mixture was stirred at RT for 1 h. The mixture was concentrated under reduced pressure to give 3-azetidin-3-yl-2-phenyl-pyridine hydrochloride (28) (120 mg, yield 94%) which was used for the next step without further purification. ESI-MS (M+1): 211 calc. for C14H14N2 210. As a reaction SMILES: [ClH:1].C(OC([N:9]1[CH2:12][CH:11]([C:13]2[C:14]([C:19]3[CH:24]=[CH:23][CH:22]=[CH:21][CH:20]=3)=[N:15][CH:16]=[CH:17][CH:18]=2)[CH2:10]1)=O)(C)(C)C>CO>[ClH:1].[NH:9]1[CH2:12][CH:11]([C:13]2[C:14]([C:19]3[CH:24]=[CH:23][CH:22]=[CH:21][CH:20]=3)=[N:15][CH:16]=[CH:17][CH:18]=2)[CH2:10]1 |f:3.4|. Solvent: CO (MeOH). Yield: 94.0%. The reactants are CC#N, O=[N+]([O-])c1cc(C(F)(F)F)cc2nc(C(F)(F)F)[nH]c12, [Na], O=S(=O)(Cl)c1ccccc1. Product: O=[N+]([O-])c1cc(C(F)(F)F)cc2c1nc(C(F)(F)F)n2S(=O)(=O)c1ccccc1. RXN SMILES: [CH3:32][C:33]#[N:34].[N+:11](=[O:12])([O-:13])[c:14]1[cH:15][c:16]([C:27]([F:28])([F:29])[F:30])[cH:17][c:18]2[n:19][c:20]([C:23]([F:24])([F:25])[F:26])[nH:21][c:22]12.[Na:31].[c:1]1([S:7](=[O:8])(=[O:9])[Cl:10])[cH:2][cH:3][cH:4][cH:5][cH:6]1>>[c:1]1([S:7](=[O:8])(=[O:9])[n:19]2[c:18]3[cH:17][c:16]([C:27]([F:28])([F:29])[F:30])[cH:15][c:14]([N+:11](=[O:12])[O-:13])[c:22]3[n:21][c:20]2[C:23]([F:24])([F:25])[F:26])[cH:2][cH:3][cH:4][cH:5][cH:6]1. The reactants are C[C@@]12CCC[C@@]([C@H]1CC[C@]34[C@H]2CC[C@](C3)(C(=C)C4)O[C@H]5[C@@H]([C@H]([C@@H]([C@H](O5)CO)O)O)O[C@H]6[C@@H]([C@H]([C@@H]([C@H](O6)CO)O)O)O)(C)C(=O)O[C@H]7[C@@H]([C@H]([C@@H]([C@H](O7)CO)O)O)O (stevioside), C[C@@]12CCC[C@@]([C@H]1CC[C@]34[C@H]2CC[C@](C3)(C(=C)C4)O[C@H]5[C@@H]([C@H]([C@@H]([C@H](O5)CO)O)O)O[C@H]6[C@@H]([C@H]([C@@H]([C@H](O6)CO)O)O[C@H]7[C@@H]([C@H]([C@@H]([C@H](O7)CO)O)O)O)O)(C)C(=O)O[C@H]8[C@@H]([C@H]([C@@H]([C@H](O8)CO)O)O)O (rebaudioside A). Yields the product C[C@@]12CCC[C@@]([C@H]1CC[C@]34[C@H]2CC[C@](C3)(C(=C)C4)O)(C)C(=O)O (steviol). As a reaction SMILES: [CH3:1][C@:2]12[C@@H:11]3[CH2:12][CH2:13][C@@:14]4([O:19][C@@H]5O[C@H](CO)[C@@H](O)[C@H](O)[C@H]5O[C@@H]5O[C@H](CO)[C@@H](O)[C@H](O)[C@H]5O)[C:16]([CH2:18][C@@:10]3([CH2:15]4)[CH2:9][CH2:8][C@@H:7]1[C@@:6]([C:43]([O:45][C@@H]1O[C@H](CO)[C@@H](O)[C@H](O)[C@H]1O)=[O:44])([CH3:42])[CH2:5][CH2:4][CH2:3]2)=[CH2:17].C[C@]12[C@@H]3CC[C@@]4(O[C@@H]5O[C@H](CO)[C@@H](O)[C@H](O)[C@H]5O[C@@H]5O[C@H](CO)[C@@H](O)[C@H](O[C@@H]6O[C@H](CO)[C@@H](O)[C@H](O)[C@H]6O)[C@H]5O)C(C[C@@]3(C4)CC[C@@H]1[C@@](C(O[C@@H]1O[C@H](CO)[C@@H](O)[C@H](O)[C@H]1O)=O)(C)CCC2)=C>>[CH3:1][C@:2]12[C@@H:11]3[CH2:12][CH2:13][C@@:14]4([OH:19])[C:16]([CH2:18][C@@:10]3([CH2:15]4)[CH2:9][CH2:8][C@@H:7]1[C@@:6]([C:43]([OH:45])=[O:44])([CH3:42])[CH2:5][CH2:4][CH2:3]2)=[CH2:17]. Procedure details: Various enzymes and enzyme preparations (collectively referred to as “enzymes” were evaluated for their ability to cleave stevioside and rebaudioside A to produce steviol. 50 mg Stevia extract RV140-54 (19% Rebaudioside A, 19% Stevioside [w %]), was solubilized in 5 ml buffer pH 4.1 (0.1 mol/l H3PO4+NaOH), 50 μl enzyme solution or 10 mg lyophilized powder; 40° C. (rem 1). Results are shown in Table 1, below. The product is O=Cc1cccc(OCc2ccc3ccccc3c2)c1. As a reaction SMILES: [Br:1][CH2:2][c:3]1[cH:4][c:5]2[cH:6][cH:7][cH:8][cH:9][c:10]2[cH:11][cH:12]1.[OH:13][c:14]1[cH:15][c:16]([CH:17]=[O:18])[cH:19][cH:20][cH:21]1>>[CH2:2]([c:3]1[cH:4][c:5]2[cH:6][cH:7][cH:8][cH:9][c:10]2[cH:11][cH:12]1)[O:13][c:14]1[cH:15][c:16]([CH:17]=[O:18])[cH:19][cH:20][cH:21]1. Reactants: BrCc1ccc2ccccc2c1, O=Cc1cccc(O)c1. Reactants: solution, B(Br)(Br)Br (BBr3), COCC1(C(N(CCCC1)C)=O)C1=CC(=CC=C1)OC (3-methoxymethyl-3-(3-methoxy-phenyl)-1-methyl-azepan-2-one). The solvent is C(Cl)Cl (CH2Cl2), C(Cl)Cl (CH2Cl2). Reaction conditions: time 24 hour. Yields the product OCC1(C(N(CCCC1)C)=O)C1=CC(=CC=C1)O (3-hydroxymethyl-3-(3-hydroxy-phenyl)-1-methyl-azepan-2-one). As a reaction SMILES: B(Br)(Br)Br.C[O:6][CH2:7][C:8]1([C:17]2[CH:22]=[CH:21][CH:20]=[C:19]([O:23]C)[CH:18]=2)[CH2:14][CH2:13][CH2:12][CH2:11][N:10]([CH3:15])[C:9]1=[O:16]>C(Cl)Cl>[OH:6][CH2:7][C:8]1([C:17]2[CH:22]=[CH:21][CH:20]=[C:19]([OH:23])[CH:18]=2)[CH2:14][CH2:13][CH2:12][CH2:11][N:10]([CH3:15])[C:9]1=[O:16]. Reported procedure: A 1M solution of BBr3(1.48 mL, 1.48 mmol) in CH2Cl2 was added to 3-methoxymethyl-3-(3-methoxy-phenyl)-1-methyl-azepan-2-one (as described in Step A above) (0.391 g, 1.35 mmol) dissolved in anh. CH2Cl2 (5 mL) at −78° C. After 24 h of stirring at RT, the reaction was quenched with H2O, extracted with CH2Cl2 (3×), dried (MgSO4), concentrated and purified using SiO2 chromatography (1-1.5% MeOH/CH2Cl2with HOAc) to give the title compound. The reactants are C(#N)C(C1=C(C=CC=C1)N1CCCCC1)C(C1=CC=C(C(=O)OCC)C=C1)C(=O)N (ethyl 4-[(α-cyano-2-piperidino-benzyl)-aminocarbonylmethyl]-benzoate), [OH-].[Na+] (sodium hydroxide), Cl (hydrochloric acid). RXN SMILES: [C:1]([CH:3]([CH:16]([C:28]([NH2:30])=[O:29])[C:17]1[CH:27]=[CH:26][C:20]([C:21]([O:23]CC)=[O:22])=[CH:19][CH:18]=1)[C:4]1[CH:9]=[CH:8][CH:7]=[CH:6][C:5]=1[N:10]1[CH2:15][CH2:14][CH2:13][CH2:12][CH2:11]1)#[N:2].[OH-].[Na+].Cl>O1CCOCC1>[C:1]([CH:3]([CH:16]([C:28]([NH2:30])=[O:29])[C:17]1[CH:18]=[CH:19][C:20]([C:21]([OH:23])=[O:22])=[CH:26][CH:27]=1)[C:4]1[CH:9]=[CH:8][CH:7]=[CH:6][C:5]=1[N:10]1[CH2:11][CH2:12][CH2:13][CH2:14][CH2:15]1)#[N:2] |f:1.2|. Solvent: O1CCOCC1 (dioxane). The product is C(#N)C(C1=C(C=CC=C1)N1CCCCC1)C(C1=CC=C(C(=O)O)C=C1)C(=O)N (4-[(α-Cyano-2-piperidino-benzyl)-aminocarbonylmethyl]-benzoic acid). Reported procedure: One and one-half grams (3.7 m mol) of ethyl 4-[(α-cyano-2-piperidino-benzyl)-aminocarbonylmethyl]-benzoate in 15 ml of dioxane were stirred together with 3.7 ml of 1N sodium hydroxide solution for 45 minutes in a bath at 60° C. and for a further 45 minutes in a bath at 80° C. After cooling with ice, the mixture was combined with 3.7 ml of 1N hydrochloric acid, the dioxane was evaporated off in vacuo, and the residue was distributed between water and chloroform. The organic solution was extracted...